Dataset: the Open Reaction Database (ORD), a public repository of structured organic reaction records. Task: describe an organic reaction: reactants, conditions, products, and yield Starting materials: C(CC(=O)C)(=O)OC (Methyl acetoacetate), [H-].[Na+] (NaH), C(C)(C)(C)[Si](C)(C)OCCCOC1=CC(=C(C=C1)CCl)OC (tert-Butyl{3-[4-(chloromethyl)-3-methoxyphenoxy]propoxy}dimethylsilane), [I-].[K+] (potassium iodide). Solvent: O (water), CN(C)C=O (DMF), CN(C)C=O (DMF). Product: [Si](C)(C)(C(C)(C)C)OCCCOC1=CC(=C(CC(C(=O)OC)C(C)=O)C=C1)OC (Methyl 2-{4-[3-(tert-butyldimethylsilyloxy)propoxy]-2-methoxybenzyl}-3-oxobutanoate). RXN SMILES: [C:1]([O:7][CH3:8])(=[O:6])[CH2:2][C:3]([CH3:5])=[O:4].[H-].[Na+].[C:11]([Si:15]([O:18][CH2:19][CH2:20][CH2:21][O:22][C:23]1[CH:28]=[CH:27][C:26]([CH2:29]Cl)=[C:25]([O:31][CH3:32])[CH:24]=1)([CH3:17])[CH3:16])([CH3:14])([CH3:13])[CH3:12].[I-].[K+]>CN(C=O)C.O>[Si:15]([O:18][CH2:19][CH2:20][CH2:21][O:22][C:23]1[CH:28]=[CH:27][C:26]([CH2:29][CH:2]([C:3](=[O:4])[CH3:5])[C:1]([O:7][CH3:8])=[O:6])=[C:25]([O:31][CH3:32])[CH:24]=1)([C:11]([CH3:13])([CH3:12])[CH3:14])([CH3:16])[CH3:17] |f:1.2,4.5|. Procedure details: Methyl acetoacetate (4.18 mL) was added to a suspension of NaH (55% oil dispersion, 1.70 g) in DMF (60 mL) at 0° C. and stirred at r.t. for 0.5 h. The product from step (iii) (10.0 g) in DMF (60 mL) and potassium iodide (4.73 g) were added to the mixture and stirred at 80° C. for 6 h. The mixture was cooled to RT and diluted with water and extracted with EtOAc. And the combined organic solutions were washed with water and brine, dried and concentrated. The residue was purified by silica gel chro... Reaction conditions: time 0.5 hour. Reactants: O.NN (hydrazine hydrate), α-phenyl-4-morpholinoacetonitrile, FC(C=CC(=O)OCC)(F)F (ethyl 3-trifluoromethylacrylate), FC(C(CC(=O)O)C(C1=CC=CC=C1)=O)(F)F (3-trifluoromethyl-3-(benzoyl)propionic acid). Yields the product C1(=CC=CC=C1)C=1C(CC(NN1)=O)C(F)(F)F (6-phenyl-5-trifluoromethyl-4,5-dihydro-3(2H)-pyridazinone). RXN SMILES: FC(F)(F)C=CC(OCC)=O.[F:12][C:13]([F:28])([F:27])[CH:14]([C:19](=O)[C:20]1[CH:25]=[CH:24][CH:23]=[CH:22][CH:21]=1)[CH2:15][C:16](O)=[O:17].O.[NH2:30][NH2:31]>>[C:20]1([C:19]2[CH:14]([C:13]([F:28])([F:27])[F:12])[CH2:15][C:16](=[O:17])[NH:30][N:31]=2)[CH:25]=[CH:24][CH:23]=[CH:22][CH:21]=1 |f:2.3|. Procedure: In the same manner, reaction of α-phenyl-4-morpholinoacetonitrile with ethyl 3-trifluoromethylacrylate, followed by treatment of the resulting 3-trifluoromethyl-3-(benzoyl)propionic acid with hydrazine hydrate gives 6-phenyl-5-trifluoromethyl-4,5-dihydro-3(2H)-pyridazinone. Reactants: C1CCOC1, CSC(c1cc(F)c(C#N)c(F)c1)S(C)=O, O, O=S(=O)(O)O. The product is N#Cc1c(F)cc(C=O)cc1F. As a reaction SMILES: [CH2:23]1[O:24][CH2:25][CH2:26][CH2:27]1.[F:1][c:2]1[c:3]([C:4]#[N:5])[c:6]([F:16])[cH:7][c:8]([CH:10]([S:11]([CH3:12])=[O:13])[S:14][CH3:15])[cH:9]1.[OH2:22].[S:17]([OH:18])(=[O:19])(=[O:20])[OH:21]>>[F:1][c:2]1[c:3]([C:4]#[N:5])[c:6]([F:16])[cH:7][c:8]([CH:10]=[O:18])[cH:9]1.